From a dataset of the Open Reaction Database (ORD), a public repository of structured organic reaction records. describe an organic reaction: reactants, conditions, products, and yield Starting materials: CC1=CC=C(C=N1)OC1=C(C=C(C=C1)N)C (4-(6-methylpyridin-3-yloxy)-3-methylbenzenamine), ClC1=NC=NC2=CC=C(C=C12)I (4-chloro-6-iodo-quinazoline). The solvent is C(C)(C)O (isopropanol). The product is CC1=CC=C(C=N1)OC1=C(C=C(C=C1)NC1=NC=NC2=CC=C(C=C12)I)C (N-(4-(6-methylpyridin-3-yloxy)-3-methylphenyl)-6-iodoquinazolin-4-amine). Yield: 69.1%. Reaction SMILES: [CH3:1][C:2]1[N:7]=[CH:6][C:5]([O:8][C:9]2[CH:14]=[CH:13][C:12]([NH2:15])=[CH:11][C:10]=2[CH3:16])=[CH:4][CH:3]=1.Cl[C:18]1[C:27]2[C:22](=[CH:23][CH:24]=[C:25]([I:28])[CH:26]=2)[N:21]=[CH:20][N:19]=1>C(O)(C)C>[CH3:1][C:2]1[N:7]=[CH:6][C:5]([O:8][C:9]2[CH:14]=[CH:13][C:12]([NH:15][C:18]3[C:27]4[C:22](=[CH:23][CH:24]=[C:25]([I:28])[CH:26]=4)[N:21]=[CH:20][N:19]=3)=[CH:11][C:10]=2[CH3:16])=[CH:4][CH:3]=1. Procedure details: 4-(6-methylpyridin-3-yloxy)-3-methylbenzenamine (812 mg, 3.79 mmol) and 4-chloro-6-iodo-quinazoline (1 g, 3.4 mmol) were dissolved in isopropanol (50 ml). The reaction mixture was refluxed for 12 hours. The solid product was collected by filtration, washed with cold isopropanol (10 mL) and ether (20 mL), and air dried to afford 1.1 g of the clean desired material.